Dataset: the Open Reaction Database (ORD), a public repository of structured organic reaction records. Task: describe an organic reaction: reactants, conditions, products, and yield The reactants are CSC=1C=CC(=C(C1)NC(=O)N1CCN(CC1)C)N1CCC2=CC=CC=C12 (N-[5-methylthio-2-(2,3-dihydro-1H-indol-1-yl)phenyl]-4-methyl-1-piperazinecarboxamide), N1N=CC=CC2=C1C=CC=C2 (benzodiazepine). Product: CSC1=CC2=C(N3C4=C(C(=N2)N2CCN(CC2)C)C=CC=C4CC3)C=C1 (9-Methylthio-6-(4-methyl-1-piperazinyl)-1,2-dihydrobenzo[b]pyrrolo[3,2,1-jk][1,4]benzodiazepine). RXN SMILES: [CH3:1][S:2][C:3]1[CH:4]=[CH:5][C:6]([N:19]2[C:27]3[C:22](=[CH:23][CH:24]=[CH:25][CH:26]=3)[CH2:21][CH2:20]2)=[C:7]([NH:9][C:10]([N:12]2[CH2:17][CH2:16][N:15]([CH3:18])[CH2:14][CH2:13]2)=O)[CH:8]=1.N1C2C=CC=CC=2C=CC=N1>>[CH3:1][S:2][C:3]1[CH:4]=[CH:5][C:6]2[N:19]3[CH2:20][CH2:21][C:22]4[C:27]3=[C:26]([CH:25]=[CH:24][CH:23]=4)[C:10]([N:12]3[CH2:17][CH2:16][N:15]([CH3:18])[CH2:14][CH2:13]3)=[N:9][C:7]=2[CH:8]=1. Procedure: It is predicted that if the N-[5-methylthio-2-(2,3-dihydro-1H-indol-1-yl)phenyl]-4-methyl-1-piperazinecarboxamide of Example 10c is treated in the manner of Example 4c that 9-methylthio-6-(4-methyl-1-piperazinyl)-1,2-dihydrobenzo[b]pyrrolo[3,2,1-jk]-1,4]benzodiazepine will be obtained. The reactants are BrN1C(CCC1=O)=O (N-bromosuccinimide), [Si](C)(C)(C(C)(C)C)Cl (tert-Butyldimethylsilyl chloride), solution, [Li]CCCC (BuLi), CCCCC (pentane), C(C)(C)(C)[Si](OC1=CC=C2C=CNC2=C1)(C)C (6-(tert-butyl-dimethyl-silanyloxy)-1H-indole). Run in C(C)OCC (diethyl ether), C1CCOC1 (THF). Run at temperature -78 celsius, time 1 hour. Product: BrC1=CN(C2=CC(=CC=C12)O[Si](C)(C)C(C)(C)C)[Si](C)(C)C(C)(C)C (3-bromo-1-(tert-butyl-dimethyl-silanyl)-6-(tert-butyl-dimethyl-silanyloxy)-1H-indole). Yield: 74.1%. RXN SMILES: [Li]CCCC.CCCCC.[C:11]([Si:15]([CH3:27])([CH3:26])[O:16][C:17]1[CH:25]=[C:24]2[C:20]([CH:21]=[CH:22][NH:23]2)=[CH:19][CH:18]=1)([CH3:14])([CH3:13])[CH3:12].[Si:28](Cl)([C:31]([CH3:34])([CH3:33])[CH3:32])([CH3:30])[CH3:29].[Br:36]N1C(=O)CCC1=O>C1COCC1.C(OCC)C>[Br:36][C:21]1[C:20]2[C:24](=[CH:25][C:17]([O:16][Si:15]([C:11]([CH3:14])([CH3:13])[CH3:12])([CH3:27])[CH3:26])=[CH:18][CH:19]=2)[N:23]([Si:28]([C:31]([CH3:34])([CH3:33])[CH3:32])([CH3:30])[CH3:29])[CH:22]=1. Procedure: A 1.6 M solution of BuLi in pentane (6.57 ml, 10.5 mmol) was added to a solution of 6-(tert-butyl-dimethyl-silanyloxy)-1H-indole (2 g, 8.1 mmol) in THF (40 ml) at −78° C. within 20 min under an argon atmosphere. The reaction mixture was stirred for 20 min at −78° C. tert-Butyldimethylsilyl chloride (1.6 g, 10.5 mmol) was added and the reaction mixture was stirred for 10 min at −78° C. and for 1 h at RT. The mixture was chilled to −78° C., N-bromosuccinimide (1.6 g, 8.9 mmol) was added and stirri... Reactants: COCCO, Cl, C1COCCO1, O=C(NC(Cc1ccc(-c2ccccc2)cc1)CC(CO)C(=O)O)c1nc(Cl)n[nH]1. The product is COCCOC(=O)C(CO)CC(Cc1ccc(-c2ccccc2)cc1)NC(=O)c1nc(Cl)n[nH]1. As a reaction SMILES: [CH3:32][O:33][CH2:34][CH2:35][OH:36].[ClH:31].[O:37]1[CH2:38][CH2:39][O:40][CH2:41][CH2:42]1.[c:1]1(-[c:25]2[cH:26][cH:27][cH:28][cH:29][cH:30]2)[cH:2][cH:3][c:4]([CH2:7][CH:8]([CH2:9][CH:10]([C:11](=[O:12])[OH:13])[CH2:14][OH:15])[NH:16][C:17](=[O:18])[c:19]2[nH:20][n:21][c:22]([Cl:24])[n:23]2)[cH:5][cH:6]1>>[c:1]1(-[c:25]2[cH:26][cH:27][cH:28][cH:29][cH:30]2)[cH:2][cH:3][c:4]([CH2:7][CH:8]([CH2:9][CH:10]([C:11]([O:12][CH2:35][CH2:34][O:33][CH3:32])=[O:13])[CH2:14][OH:15])[NH:16][C:17](=[O:18])[c:19]2[nH:20][n:21][c:22]([Cl:24])[n:23]2)[cH:5][cH:6]1. Reactants: CCN(C(C)C)C(C)C (DIPEA), Cl.C(C)ON (O-ethylhydroxylamine hydrochloride), BrC1=CC(=C(C=C1)NC1=C(C(=O)O)C=CN=C1)C (3-[(4-Bromo-2-methylphenyl)amino]isonicotinic acid). Run in CN(C)C=O (DMF). Run at time 2 hour. Yields the product BrC1=CC(=C(C=C1)NC1=C(C(=O)NOCC)C=CN=C1)C (3-[(4-Bromo-2-methylphenyl)amino]-N-ethoxyisonicotinamide). Isolated yield 77.0%. Reaction SMILES: [Br:1][C:2]1[CH:7]=[CH:6][C:5]([NH:8][C:9]2[CH:17]=[N:16][CH:15]=[CH:14][C:10]=2[C:11]([OH:13])=O)=[C:4]([CH3:18])[CH:3]=1.CCN(C(C)C)C(C)C.Cl.[CH2:29]([O:31][NH2:32])[CH3:30]>CN(C=O)C>[Br:1][C:2]1[CH:7]=[CH:6][C:5]([NH:8][C:9]2[CH:17]=[N:16][CH:15]=[CH:14][C:10]=2[C:11]([NH:32][O:31][CH2:29][CH3:30])=[O:13])=[C:4]([CH3:18])[CH:3]=1 |f:2.3|. Procedure details: 3-[(4-Bromo-2-methylphenyl)amino]isonicotinic acid 2b (320 mg, 1.04 mmol) was dissolved in 15 ml dry DMF followed by the addition of DIPEA (2.08 mmol, 373 μl), ByBOP (1.25 mmol, 651 mg) and O-ethylhydroxylamine hydrochloride (2.08 mmol, 203 mg). The mixture was stirred for 2 h and the volatiles were removed in vacuo. The crude material was purified by flash chromatography using silica gel and a gradient of 0-5% methanol in DCM as eluent to give 280 mg (800 μmol; 77% yield) of pure desired produc...